From a dataset of the Open Reaction Database (ORD), a public repository of structured organic reaction records. describe an organic reaction: reactants, conditions, products, and yield Starting materials: C(C)(C)(C)OC(=O)N1C(=CC=2C1=NC=C(C2)OC2CCN(CC2)C2CC2)C(=O)N2CCOCC2 (5-(1-cyclopropyl-piperidin-4-yloxy)-2-(morpholine-4-carbonyl)-pyrrolo[2,3-b]pyridine-1-carboxylic acid tert-butyl ester), FC(C(=O)O)(F)F (trifluoroacetic acid). Solvent: ClCCl (dichloromethane). Yields the product C1(CC1)N1CCC(CC1)OC=1C=C2C(=NC1)NC(=C2)C(=O)N2CCOCC2 ([5-(1-Cyclopropyl-piperidin-4-yloxy)-1H-pyrrolo[2,3-b]pyridin-2-yl]-morpholin-4-yl-methanone). Isolated yield 79.4%. Reaction SMILES: C(OC([N:8]1[C:12]2=[N:13][CH:14]=[C:15]([O:17][CH:18]3[CH2:23][CH2:22][N:21]([CH:24]4[CH2:26][CH2:25]4)[CH2:20][CH2:19]3)[CH:16]=[C:11]2[CH:10]=[C:9]1[C:27]([N:29]1[CH2:34][CH2:33][O:32][CH2:31][CH2:30]1)=[O:28])=O)(C)(C)C.FC(F)(F)C(O)=O>ClCCl>[CH:24]1([N:21]2[CH2:22][CH2:23][CH:18]([O:17][C:15]3[CH:16]=[C:11]4[CH:10]=[C:9]([C:27]([N:29]5[CH2:34][CH2:33][O:32][CH2:31][CH2:30]5)=[O:28])[NH:8][C:12]4=[N:13][CH:14]=3)[CH2:19][CH2:20]2)[CH2:25][CH2:26]1. Procedure details: The solution of 0.16 g (0.34 mmol) 5-(1-cyclopropyl-piperidin-4-yloxy)-2-(morpholine-4-carbonyl)-pyrrolo[2,3-b]pyridine-1-carboxylic acid tert-butyl ester in 2 ml dichloromethane was cooled down to 0° C. and treated with 0.52 ml (0.8 g, 6.8 mmol) trifluoroacetic acid. The cooling bath was removed and after 1 hour at room temperature the solution was evaporated and the residue was flash-chromatographed on silica gel with dichloromethane:methanol:ammonia (9:1:0.1 v/v) as eluant to give 0.1 g (83%)...